This data is from the Open Reaction Database (ORD), a public repository of structured organic reaction records. The task is: describe an organic reaction: reactants, conditions, products, and yield The reactants are CCBr, C1CCNCC1, [Cl-], CN1CCC(Cl)CC1, N#Cc1cc(F)ccc1F, [NH4+], C1CCOC1, O. Product: CN1CCC(C(=O)c2cc(F)ccc2F)CC1. RXN SMILES: [Br:1][CH2:2][CH3:3].[CH2:12]1[CH2:13][CH2:14][NH:15][CH2:16][CH2:17]1.[Cl-:28].[Cl:4][CH:5]1[CH2:6][CH2:7][N:8]([CH3:11])[CH2:9][CH2:10]1.[F:18][c:19]1[c:20]([C:21]#[N:22])[cH:23][c:24]([F:27])[cH:25][cH:26]1.[NH4+:29].[O:31]1[CH2:32][CH2:33][CH2:34][CH2:35]1.[OH2:30]>>[CH:5]1([C:21]([c:20]2[c:19]([F:18])[cH:26][cH:25][c:24]([F:27])[cH:23]2)=[O:30])[CH2:6][CH2:7][N:8]([CH3:11])[CH2:9][CH2:10]1. The reactants are NC1=NC(=C2N=CN(C2=N1)[C@H]1C=C[C@H](C1)CO)Cl ((±)-cis-4-(2-amino-6-chloro-9H-purin-9-yl)-2-cyclopentene-1-methanol), [H-].[Na+] (NaH), Cl (HCl). Solvent: C(CCCCC)O (1-hexanol). Conditions: temperature 110 celsius, time 20 minute. Yields the product NC1=NC(=C2N=CN(C2=N1)[C@H]1C=C[C@H](C1)CO)OCCCCCC ((±)-cis-4-(2-Amino-6-hexoxy-9H-purin-9-yl)-2-cyclopentene-1-methanol). Reaction SMILES: [NH2:1][C:2]1[N:10]=[C:9]2[C:5]([N:6]=[CH:7][N:8]2[C@@H:11]2[CH2:15][C@H:14]([CH2:16][OH:17])[CH:13]=[CH:12]2)=[C:4](Cl)[N:3]=1.[H-].[Na+].Cl>C(O)CCCCC>[NH2:1][C:2]1[N:10]=[C:9]2[C:5]([N:6]=[CH:7][N:8]2[C@@H:11]2[CH2:15][C@H:14]([CH2:16][OH:17])[CH:13]=[CH:12]2)=[C:4]([O:17][CH2:16][CH2:14][CH2:13][CH2:12][CH2:11][CH3:15])[N:3]=1 |f:1.2|. Procedure details: To a solution of (±)-cis-4-(2-amino-6-chloro-9H-purin-9-yl)-2-cyclopentene-1-methanol (0.549 g, 2 mmol) in 1-hexanol (10 ml) at 110° C. was added NaH (60% oil dispersion, 0.16 g, 4mmol). The mixture was stirred at 110° C. for 20 minutes, then cooled to room temperature. 1 N HCl was added to adjust the pH to 7.0, and the solvent was removed by evaporation. The residual oil was chromatographed on silica gel. The title compound was eluted with 7% methanolchloroform; white powder after crystallizati... The reactants are O=C(NC1CC1)C1CCCN1C(=O)OCc1ccccc1, CO. Yields the product O=C(NC1CC1)C1CCCN1. Reaction SMILES: [CH2:1]([O:2][C:3](=[O:4])[N:11]1[CH:12]([C:16]([NH:17][CH:18]2[CH2:19][CH2:20]2)=[O:21])[CH2:13][CH2:14][CH2:15]1)[c:5]1[cH:6][cH:7][cH:8][cH:9][cH:10]1.[CH3:22][OH:23]>>[NH:11]1[CH:12]([C:16]([NH:17][CH:18]2[CH2:19][CH2:20]2)=[O:21])[CH2:13][CH2:14][CH2:15]1. Starting materials: [OH-].[Na+] (sodium hydroxide), OC1=C(C=CC=C1)C(=C)N1C=NC=C1 (1-[1-(2-hydroxyphenyl)-vinyl]-imidazole), ClCC(=C(C)C)C (1-chloro-2,3-dimethyl-but-2-ene). Run in CO (methanol). The product is CC(COC1=C(C=CC=C1)C(=C)N1C=NC=C1)=C(C)C (1-[1-(2-(2,3-dimethyl-but-2-en-1-yl-oxy)phenyl)-vinyl]-imidazole). Isolated yield 63.0%. As a reaction SMILES: [OH-].[Na+].[OH:3][C:4]1[CH:9]=[CH:8][CH:7]=[CH:6][C:5]=1[C:10]([N:12]1[CH:16]=[CH:15][N:14]=[CH:13]1)=[CH2:11].Cl[CH2:18][C:19]([CH3:23])=[C:20]([CH3:22])[CH3:21]>CO>[CH3:18][C:19](=[C:20]([CH3:22])[CH3:21])[CH2:23][O:3][C:4]1[CH:9]=[CH:8][CH:7]=[CH:6][C:5]=1[C:10]([N:12]1[CH:16]=[CH:15][N:14]=[CH:13]1)=[CH2:11] |f:0.1|. Reported procedure: 9.2 g (0.23 mol) of sodium hydroxide are added to a mixture of 39.1 g (0.21 mol) of 1-[1-(2-hydroxyphenyl)-vinyl]-imidazole and 200 ml of methanol at room temperature, with stirring. When the addition has ended, the mixture is stirred at 50° C. for a further 30 minutes and is then concentrated under reduced pressure by stripping off the solvent. The solid residue which remains is taken up in 200 ml of dimethylformamide. 24.9 g (0.21 mol) of 1-chloro-2,3-dimethyl-but-2-ene are added to the soluti... Starting materials: COc1cc(C(=O)N2CC(O)CC2CO)c([N+](=O)[O-])cc1OCc1ccccc1, CO. Yields the product COc1cc(C(=O)N2CC(O)CC2CO)c(N)cc1OCc1ccccc1. Reaction SMILES: [CH2:1]([c:2]1[cH:3][cH:4][cH:5][cH:6][cH:7]1)[O:8][c:9]1[cH:10][c:11]([N+:27]([O-:28])=[O:29])[c:12]([C:13](=[O:14])[N:15]2[CH:16]([CH2:21][OH:22])[CH2:17][CH:18]([OH:20])[CH2:19]2)[cH:23][c:24]1[O:25][CH3:26].[CH3:30][OH:31]>>[CH2:1]([c:2]1[cH:3][cH:4][cH:5][cH:6][cH:7]1)[O:8][c:9]1[cH:10][c:11]([NH2:27])[c:12]([C:13](=[O:14])[N:15]2[CH:16]([CH2:21][OH:22])[CH2:17][CH:18]([OH:20])[CH2:19]2)[cH:23][c:24]1[O:25][CH3:26]. Starting materials: CC(C)(C)OC(=O)N1CCC(OS(C)(=O)=O)C1, CCOC(C)=O, CS(C)=O, Clc1ccc(Nc2ccccc2)cc1Cl, [H-], [Na+]. Product: CC(C)(C)OC(=O)N1CCC(N(c2ccccc2)c2ccc(Cl)c(Cl)c2)C1. As a reaction SMILES: [C:22]([CH3:23])([CH3:24])([CH3:25])[O:26][C:27](=[O:28])[N:29]1[CH2:30][CH:31]([O:34][S:35]([CH3:36])(=[O:37])=[O:38])[CH2:32][CH2:33]1.[CH3:39][CH2:40][O:41][C:42](=[O:43])[CH3:44].[CH3:3][S:4](=[O:5])[CH3:6].[Cl:7][c:8]1[cH:9][c:10]([NH:15][c:16]2[cH:17][cH:18][cH:19][cH:20][cH:21]2)[cH:11][cH:12][c:13]1[Cl:14].[H-:1].[Na+:2]>>[Cl:7][c:8]1[cH:9][c:10]([N:15]([c:16]2[cH:17][cH:18][cH:19][cH:20][cH:21]2)[CH:31]2[CH2:30][N:29]([C:27]([O:26][C:22]([CH3:23])([CH3:24])[CH3:25])=[O:28])[CH2:33][CH2:32]2)[cH:11][cH:12][c:13]1[Cl:14]. The reactants are C1(=C(C(=CC(=C1)C)C)O)C (mesitol), [H-].[Na+] (sodium hydride), BrCCCC=C (5-bromo-1-pentene), [OH-].[K+] (potassium hydroxide), Claisen's alkali. Solvent: CCCCCC (hexane), C1=CC=CC=C1 (benzene). Product: CC12C(C3(CCCC(C3C(=C1)C)C2)C)=O (1,3,9-trimethyl-tricyclo [5,3,1,03,8 ] undeca-9-en-2-one). RXN SMILES: [C:1]1([CH3:10])[CH:6]=[C:5]([CH3:7])[CH:4]=[C:3]([CH3:8])[C:2]=1O.[H-].[Na+].Br[CH2:14][CH2:15][CH2:16][CH:17]=[CH2:18].[OH-:19].[K+]>C1C=CC=CC=1.CCCCCC>[CH3:14][C:15]12[CH2:8][CH:3]3[CH:2]([C:1]([CH3:10])=[CH:6]1)[C:17]([CH3:18])([CH2:7][CH2:5][CH2:4]3)[C:16]2=[O:19] |f:1.2,4.5|. Procedure: 6.8 g. of mesitol dissolved in 50 ml of benzene are treated with 2.4 g of sodium hydride (50 percent suspension in oil). After completion of the salt-formation, 8.5 g of 5-bromo-1-pentene are added thereto. The reaction mixture is heated at reflux for 24 hours, taken up in hexane and shaken with an aqueous potassium hydroxide solution (10 percent by weight) and Claisen's alkali (35 g of KOH, 25 ml of water and 100 ml of methanol). The organic phase is dried, evaporated and chromatographed on sil...